describe an organic reaction: reactants, conditions, products, and yield From a dataset of the Open Reaction Database (ORD), a public repository of structured organic reaction records. Starting materials: CCOC(=O)Cc1c(C(=O)OCC)[nH]c2ccccc12, COC(=O)c1cccc(Br)c1, CN1CCCC1=O, [Cu]Br, [K+], [K+], O=C([O-])[O-]. Yields the product CCOC(=O)Cc1c(C(=O)OCC)n(-c2cccc(C(=O)OC)c2)c2ccccc12. RXN SMILES: [CH2:1]([CH3:2])[O:3][C:4]([CH2:5][c:6]1[c:7]([C:15](=[O:16])[O:17][CH2:18][CH3:19])[nH:8][c:9]2[cH:10][cH:11][cH:12][cH:13][c:14]12)=[O:20].[CH3:21][O:22][C:23]([c:24]1[cH:25][c:26]([Br:30])[cH:27][cH:28][cH:29]1)=[O:31].[CH3:38][N:39]1[CH2:40][CH2:41][CH2:42][C:43]1=[O:44].[Cu:45][Br:46].[K+:32].[K+:33].[O-:34][C:35]([O-:36])=[O:37]>>[CH2:1]([CH3:2])[O:3][C:4]([CH2:5][c:6]1[c:7]([C:15](=[O:16])[O:17][CH2:18][CH3:19])[n:8](-[c:26]2[cH:25][c:24]([C:23]([O:22][CH3:21])=[O:31])[cH:29][cH:28][cH:27]2)[c:9]2[cH:10][cH:11][cH:12][cH:13][c:14]12)=[O:20]. RXN SMILES: [C:1]([NH:4][NH:5][C:6]([C:8]1[C:16]2[C:15]([C:17]3[CH:22]=[CH:21][CH:20]=[C:19]([N+:23]([O-:25])=[O:24])[CH:18]=3)=[N:14][CH:13]=[N:12][C:11]=2[N:10]([CH2:26][O:27][CH2:28][CH2:29][Si:30]([CH3:33])([CH3:32])[CH3:31])[CH:9]=1)=O)(=[O:3])[CH3:2].N1C=CN=C1.C(Br)(Br)(Br)Br.C1C=CC(P(C2C=CC=CC=2)C2C=CC=CC=2)=CC=1>ClCCl>[CH3:2][C:1]1[O:3][C:6]([C:8]2[C:16]3[C:15]([C:17]4[CH:22]=[CH:21][CH:20]=[C:19]([N+:23]([O-:25])=[O:24])[CH:18]=4)=[N:14][CH:13]=[N:12][C:11]=3[N:10]([CH2:26][O:27][CH2:28][CH2:29][Si:30]([CH3:31])([CH3:33])[CH3:32])[CH:9]=2)=[N:5][N:4]=1. Procedure: To a solution of N′-acetyl-4-(3-nitrophenyl)-7-((2-(trimethylsilyl)ethoxy)methyl)-7H-pyrrolo[2,3-d]pyrimidine-5-carbohydrazide (470 mg, 1.00 mmol) in dichloromethane (10 mL) was added imidazole (0.15 g, 2.2 mmol), CBr4 (0.72 g, 2.2 mmol) and PPh3 (0.58 g, 2.2 mmol). The reaction was stirred for 1 hour at room temperature and then concentrated in vacuo. The reaction was purified by chromatography using silica gel, eluting with 1-20% ethyl acetate/petroleum ether. The product was collected and con... The product is CC=1OC(=NN1)C1=CN(C=2N=CN=C(C21)C2=CC(=CC=C2)[N+](=O)[O-])COCC[Si](C)(C)C (2-methyl-5-(4-(3-nitrophenyl)-7-((2-(trimethylsilyl)ethoxy)methyl)-7H-pyrrolo[2,3-d]pyrimidin-5-yl)-1,3,4-oxadiazole). Reactants: C(C)(=O)NNC(=O)C1=CN(C=2N=CN=C(C21)C2=CC(=CC=C2)[N+](=O)[O-])COCC[Si](C)(C)C (N′-acetyl-4-(3-nitrophenyl)-7-((2-(trimethylsilyl)ethoxy)methyl)-7H-pyrrolo[2,3-d]pyrimidine-5-carbohydrazide), N1C=NC=C1 (imidazole), C(Br)(Br)(Br)Br (CBr4), C1=CC=C(C=C1)P(C2=CC=CC=C2)C3=CC=CC=C3 (PPh3). The solvent is ClCCl (dichloromethane). Run at time 1 hour. Starting materials: C(C)(C)[N-]C(C)C.[Li+] (lithium diisopropylamide), C(C)C1=CC=NC=C1 (4-ethylpyridine), C1CO1 (ethylene oxide). Solvent: O (water). Product: N1=CC=C(C=C1)C(CCO)C (3-(4-pyridyl)-butan-1-ol). As a reaction SMILES: C([N-]C(C)C)(C)C.[Li+].[CH2:9]([C:11]1[CH:16]=[CH:15][N:14]=[CH:13][CH:12]=1)[CH3:10].[CH2:17]1[O:19][CH2:18]1>O>[N:14]1[CH:15]=[CH:16][C:11]([CH:9]([CH3:10])[CH2:18][CH2:17][OH:19])=[CH:12][CH:13]=1 |f:0.1|. Procedure details: A solution of lithium diisopropylamide [made from n-BuLi (13.3 cm3) and diisopropylamine (2.8 cm3) in T.H.F. (10 cm3)] was added at -70° to a stirred solution of 4-ethylpyridine (2.0 g) in T.H.F. (10 cm3) under nitrogen. After 10 minutes the red solution was treated with ethylene oxide (1 cm3) giving an immediate suspension. After warming to room temperature, water (10 cm3) was added and the phases were separated. The aqueous phase was extracted with chloroform (2×20 cm3) and the combined organi... The reactants are B(F)(F)F.CCOCC (BF3.Et2O), [H-].[Na+] (NaH), COCCO (2-methoxyethanol), ClC=1C=C(C=CC1)C1(OC1)[C@H]1CN(CCC1)C(=O)OC(C)(C)C ((3R)-tert-butyl 3-(2-(3-chlorophenyl)oxiran-2-yl)piperidine-1-carboxylate). Reaction conditions: time 8 hour. Product: ClC=1C=C(C=CC1)[C@@](COCCOC)(O)[C@H]1CN(CCC1)C(=O)OC(C)(C)C ((R)-tert-butyl 3-((S)-1-(3-chlorophenyl)-1-hydroxy-2-(2-methoxyethoxy)ethyl)piperidine-1-carboxylate). RXN SMILES: B(F)(F)F.CCOCC.[H-].[Na+].[Cl:12][C:13]1[CH:14]=[C:15]([C:19]2([C@@H:22]3[CH2:27][CH2:26][CH2:25][N:24]([C:28]([O:30][C:31]([CH3:34])([CH3:33])[CH3:32])=[O:29])[CH2:23]3)[CH2:21][O:20]2)[CH:16]=[CH:17][CH:18]=1.[CH3:35][O:36][CH2:37][CH2:38][OH:39]>>[Cl:12][C:13]1[CH:14]=[C:15]([C@:19]([C@@H:22]2[CH2:27][CH2:26][CH2:25][N:24]([C:28]([O:30][C:31]([CH3:33])([CH3:34])[CH3:32])=[O:29])[CH2:23]2)([OH:20])[CH2:21][O:39][CH2:38][CH2:37][O:36][CH3:35])[CH:16]=[CH:17][CH:18]=1 |f:0.1,2.3|. Procedure: A stirred solution of BF3.Et2O (12.9 mg, 0.0592 mmol) and NaH (22.6 mg, 0.296 mmol) in 2-methoxyethanol (10 mL) was warmed to 55-60° C. and (3R)-tert-butyl 3-(2-(3-chlorophenyl)oxiran-2-yl)piperidine-1-carboxylate (100 mg, 0.296 mmol) was added dropwise. After addition, the reaction mixture was stirred at the same temperature overnight. The reaction mixture was concentrated and the residue was partitioned between H2O and EtOAc. The organic layer washed with water and brine, dried over Na2SO4, fi... The reactants are CN(CCC1=CNC2=CC=C(C=C12)C=O)C (3-(2-Dimethylamino-ethyl)-1H-indole-5-carbaldehyde), aldehyde, CC(C)([O-])C.[K+] (potassium tert-butoxide). Reagents/catalysts: [Br-].C[P+](C1=CC=CC=C1)(C1=CC=CC=C1)C1=CC=CC=C1 (methyl triphenyl phosphonium bromide). The solvent is C1CCOC1 (THF). Product: CN(CCC1=CNC2=CC=C(C=C12)C=C)C (Dimethyl-[2-(5-vinyl-1H-indol-3-yl)-ethyl]-amine). The yield is 88.7%. As a reaction SMILES: [CH3:1][N:2]([CH3:16])[CH2:3][CH2:4][C:5]1[C:13]2[C:8](=[CH:9][CH:10]=[C:11]([CH:14]=O)[CH:12]=2)[NH:7][CH:6]=1.[CH3:17]C(C)([O-])C.[K+]>C1COCC1.[Br-].C[P+](C1C=CC=CC=1)(C1C=CC=CC=1)C1C=CC=CC=1>[CH3:1][N:2]([CH3:16])[CH2:3][CH2:4][C:5]1[C:13]2[C:8](=[CH:9][CH:10]=[C:11]([CH:14]=[CH2:17])[CH:12]=2)[NH:7][CH:6]=1 |f:1.2,4.5|. Procedure details: To a solution of 3-(2-dimethylamino-ethyl)-1H-indole-5-carbaldehyde (Example 13) (0.216 g, 1 mmol) in THF (5 mL), methyl triphenyl phosphonium bromide (0.393 g, 1.1 mmol) is added. To the obtained slurry, under an argon atmosphere potassium tert-butoxide (0.118 g, 1.05 mmol) is added in three portions at ambient temperature. When thin layer chromatography (TLC) indicates complete conversion of the aldehyde, the mixture is poured on ice and extracted with ethyl acetate. Removal of the solvent giv... Starting materials: [H-].[Na+] (NaH), C=1C=C(C(=C(C1)Cl)Cl)N2CCN(CC2)CCCCOC=3C=CC4=C(C3)NC(=O)CC4 (aripiprazole), C(OC(C1=CC=CC=C1)Cl)(=O)Cl (Chloro(phenyl)methyl carbonochloridate). Run in C(C)(=O)OCC (ethyl acetate), CC1OCCC1 (2-methyltetrahydrofuran). Run at time 8 hour. Yields the product ClC1=C(C=CC=C1Cl)N1CCN(CC1)CCCCOC1=CC=C2CCC(N(C2=C1)C(=O)OC(C1=CC=CC=C1)Cl)=O (chloro(phenyl)methyl 7-(4-(4-(2,3-dichlorophenyl)piperazin-1-yl)butoxy)-2-oxo-3,4-dihydroquinoline-1(2H)-carboxylate). Reaction SMILES: [CH:1]1[CH:2]=[C:3]([N:9]2[CH2:14][CH2:13][N:12]([CH2:15][CH2:16][CH2:17][CH2:18][O:19][C:20]3[CH:21]=[CH:22][C:23]4[CH2:30][CH2:29][C:27](=[O:28])[NH:26][C:24]=4[CH:25]=3)[CH2:11][CH2:10]2)[C:4]([Cl:8])=[C:5]([Cl:7])[CH:6]=1.[H-].[Na+].[C:33](Cl)(=[O:43])[O:34][CH:35]([Cl:42])[C:36]1[CH:41]=[CH:40][CH:39]=[CH:38][CH:37]=1>CC1CCCO1.C(OCC)(=O)C>[Cl:8][C:4]1[C:5]([Cl:7])=[CH:6][CH:1]=[CH:2][C:3]=1[N:9]1[CH2:14][CH2:13][N:12]([CH2:15][CH2:16][CH2:17][CH2:18][O:19][C:20]2[CH:25]=[C:24]3[C:23]([CH2:30][CH2:29][C:27](=[O:28])[N:26]3[C:33]([O:34][CH:35]([Cl:42])[C:36]3[CH:37]=[CH:38][CH:39]=[CH:40][CH:41]=3)=[O:43])=[CH:22][CH:21]=2)[CH2:11][CH2:10]1 |f:1.2|. Procedure: To a suspension of aripiprazole (1 g, 2.23 mmol) in 2-methyltetrahydrofuran (20 mL) was added NaH (178 mg, 4.46 mmol). The reaction was heated to reflux for 1.5 hours then cooled to room temperature. Chloro(phenyl)methyl carbonochloridate (1.37 g, 6.69 mmol) was then added and the reaction stirred overnight at room temperature. The reaction was cooled to 0° C., diluted with ethyl acetate (20 mL) and quenched with aqueous saturated NaHCO3 (20 mL) solution. The reaction was extracted with ethyl ac... Starting materials: COC([C@H](CC1CCCCC1)N)=O ((S)-2-amino-3-cyclohexyl-propionic acid methyl ester), C(C)(C)N(C(C)C)CC (N,N-diisopropylethylamine), ice water, C(C)OC(\C=C(/CBr)\OC=1C=NC(=CC1)C)=O ((E)-4-bromo-3-(6-methyl-pyridin-3-yloxy)-but-2-enoic acid ethyl ester). The solvent is CN(C=O)C (N,N-dimethylformamide). Conditions: time 5 minute. Yields the product COC([C@H](CC1CCCCC1)N1C(C=C(C1)OC=1C=NC(=CC1)C)=O)=O ((S)-3-cyclohexyl-2-[4-(6-methyl-pyridin-3-yloxy)-2-oxo-2,5-dihydro-pyrrol-1-yl]-propionic acid methyl ester). Isolated yield 16.3%. As a reaction SMILES: [CH3:1][O:2][C:3](=[O:13])[C@@H:4]([NH2:12])[CH2:5][CH:6]1[CH2:11][CH2:10][CH2:9][CH2:8][CH2:7]1.C(N(CC)C(C)C)(C)C.C([O:25][C:26](=O)/[CH:27]=[C:28](/[O:31][C:32]1[CH:33]=[N:34][C:35]([CH3:38])=[CH:36][CH:37]=1)\[CH2:29]Br)C>CN(C)C=O>[CH3:1][O:2][C:3](=[O:13])[C@@H:4]([N:12]1[CH2:29][C:28]([O:31][C:32]2[CH:33]=[N:34][C:35]([CH3:38])=[CH:36][CH:37]=2)=[CH:27][C:26]1=[O:25])[CH2:5][CH:6]1[CH2:11][CH2:10][CH2:9][CH2:8][CH2:7]1. Reported procedure: To a stirred solution of (S)-2-amino-3-cyclohexyl-propionic acid methyl ester (1.37 g, 0.007 mol) in N,N-dimethylformamide (8 mL) was added N,N-diisopropylethylamine (4.30 g, 0.033 mol) slowly at room temperature, under nitrogen. The resulting mixture was stirred for 5 min and then treated with (E)-4-bromo-3-(6-methyl-pyridin-3-yloxy)-but-2-enoic acid ethyl ester (2.00 g, 0.007 mol) and the reaction mixture was heated at 110° C.-120° C. for 16 h. After this time, ice water was added and the resu...